This data is from the Open Reaction Database (ORD), a public repository of structured organic reaction records. The task is: describe an organic reaction: reactants, conditions, products, and yield The reactants are CN1C(CCC1)=O (N-methylpyrrolidone), NC1=NC(=C(C=C1F)F)F (2-amino-3,5,6-trifluoropyridine), COC1=CC=C(CN)C=C1 (p-methoxybenzylamine). Run in C(Cl)(Cl)Cl (chloroform). Conditions: temperature 140 celsius, time 1 day. Product: NC1=NC(=C(C=C1F)F)NCC1=CC=C(C=C1)OC (2-amino-3,5-difluoro-6-(p-methoxybenzylamino)pyridine). Isolated yield 64.4%. As a reaction SMILES: CN1CCCC1=O.[NH2:8][C:9]1[C:14]([F:15])=[CH:13][C:12]([F:16])=[C:11](F)[N:10]=1.[CH3:18][O:19][C:20]1[CH:27]=[CH:26][C:23]([CH2:24][NH2:25])=[CH:22][CH:21]=1>C(Cl)(Cl)Cl>[NH2:8][C:9]1[C:14]([F:15])=[CH:13][C:12]([F:16])=[C:11]([NH:25][CH2:24][C:23]2[CH:26]=[CH:27][C:20]([O:19][CH3:18])=[CH:21][CH:22]=2)[N:10]=1. Procedure details: To 10 ml of N-methylpyrrolidone were added 3.90 g of 2-amino-3,5,6-trifluoropyridine and 7.60 g of p-methoxybenzylamine, and the mixture was stirred under nitrogen atmosphere at 140° C. for one day and allowed to cool. To the solution was added 50 ml of chloroform, and the solution was washed three times with 500 ml of distilled water. The chloroform layer was dried over anhydrous magnesium sulfate and concentrated under reduced pressure, and the residue was subjected to chromatography (silica g...